Dataset: the Open Reaction Database (ORD), a public repository of structured organic reaction records. Task: describe an organic reaction: reactants, conditions, products, and yield The reactants are C(C)(C)(C)OC(CCC1=C(C=C(C=C1)O)CN)=O (3-(2-aminomethyl-4-hydroxy-phenyl)-propionic acid tert-butyl ester), C(C)(C)N=C=O (isopropyl isocyanate). Solvent: O (water), C(Cl)Cl (CH2Cl2). The product is C(C)(C)(C)OC(CCC1=C(C=C(C=C1)O)CNC(=O)NC(C)C)=O (3-[4-Hydroxy-2-(3-isopropyl-ureidomethyl)-phenyl]-propionic acid tert-butyl ester). Reaction SMILES: [C:1]([O:5][C:6](=[O:18])[CH2:7][CH2:8][C:9]1[CH:14]=[CH:13][C:12]([OH:15])=[CH:11][C:10]=1[CH2:16][NH2:17])([CH3:4])([CH3:3])[CH3:2].[CH:19]([N:22]=[C:23]=[O:24])([CH3:21])[CH3:20]>C(Cl)Cl.O>[C:1]([O:5][C:6](=[O:18])[CH2:7][CH2:8][C:9]1[CH:14]=[CH:13][C:12]([OH:15])=[CH:11][C:10]=1[CH2:16][NH:17][C:23]([NH:22][CH:19]([CH3:21])[CH3:20])=[O:24])([CH3:4])([CH3:2])[CH3:3]. Procedure: A slurry of 3-(2-aminomethyl-4-hydroxy-phenyl)-propionic acid tert-butyl ester (2.24 g, 8.91 mmol) in CH2Cl2 (30 mL) was treated with isopropyl isocyanate (1.1 mL, 11 mmol). The reaction mixture was diluted with water, the CH2Cl2 was removed under reduced pressure, and the aqueous layer was extracted with EtOAc. The organic layer was dried (MgSO4) and concentrated to the title compound as a white solid (2.6 g, 87%). MS (ES+) m/z 337 [M+H]+. Starting materials: CC(C)(C)c1ccc(OCc2ccccc2)c(CO)c1, ClCCl, O=S(Cl)Cl. Yields the product CC(C)(C)c1ccc(OCc2ccccc2)c(CCl)c1. Reaction SMILES: [CH2:1]([c:2]1[cH:3][cH:4][cH:5][cH:6][cH:7]1)[O:8][c:9]1[c:10]([CH2:11][OH:12])[cH:13][c:14]([C:17]([CH3:18])([CH3:19])[CH3:20])[cH:15][cH:16]1.[Cl:25][CH2:26][Cl:27].[S:21]([Cl:22])([Cl:23])=[O:24]>>[CH2:1]([c:2]1[cH:3][cH:4][cH:5][cH:6][cH:7]1)[O:8][c:9]1[c:10]([CH2:11][Cl:23])[cH:13][c:14]([C:17]([CH3:18])([CH3:19])[CH3:20])[cH:15][cH:16]1. Starting materials: CCCNC(=O)C=Cc1ccc2ccn(Cc3ccc(C(=O)O)cc3OC)c2c1, ClCCl, CCN=C=NCCCN(C)C, Cc1ccccc1S(N)(=O)=O, CN(C)c1ccncc1, CC#N, Cl, N=C=N. Product: CCCNC(=O)C=Cc1ccc2ccn(Cc3ccc(C(=O)NS(=O)(=O)c4ccccc4C)cc3OC)c2c1. RXN SMILES: [CH2:1]([CH2:2][CH3:3])[NH:4][C:5](=[O:6])[CH:7]=[CH:8][c:9]1[cH:10][cH:11][c:12]2[cH:13][cH:14][n:15]([CH2:18][c:19]3[c:20]([O:28][CH3:29])[cH:21][c:22]([C:23](=[O:24])[OH:25])[cH:26][cH:27]3)[c:16]2[cH:17]1.[CH2:65]([Cl:66])[Cl:67].[CH3:31][N:32]([CH3:33])[CH2:34][CH2:35][CH2:36][N:37]=[C:38]=[N:39][CH2:40][CH3:41].[CH3:42][c:43]1[c:44]([S:49](=[O:50])(=[O:51])[NH2:52])[cH:45][cH:46][cH:47][cH:48]1.[CH3:56][N:57]([CH3:58])[c:59]1[cH:60][cH:61][n:62][cH:63][cH:64]1.[CH3:68][C:69]#[N:70].[ClH:30].[NH:53]=[C:54]=[NH:55]>>[CH2:1]([CH2:2][CH3:3])[NH:4][C:5](=[O:6])[CH:7]=[CH:8][c:9]1[cH:10][cH:11][c:12]2[cH:13][cH:14][n:15]([CH2:18][c:19]3[c:20]([O:28][CH3:29])[cH:21][c:22]([C:23](=[O:25])[NH:52][S:49]([c:44]4[c:43]([CH3:42])[cH:48][cH:47][cH:46][cH:45]4)(=[O:50])=[O:51])[cH:26][cH:27]3)[c:16]2[cH:17]1. Reactants: CCO, COC(=O)Cc1ccc(OCCCON=C(C)c2ccc(C(C)(C)C)cc2)cc1, [Na+], C1CCOC1, [OH-]. Yields the product CC(=NOCCCOc1ccc(CC(=O)O)cc1)c1ccc(C(C)(C)C)cc1. Reaction SMILES: [CH2:32]([OH:33])[CH3:34].[CH3:1][O:2][C:3]([CH2:4][c:5]1[cH:6][cH:7][c:8]([O:11][CH2:12][CH2:13][CH2:14][O:15][N:16]=[C:17]([CH3:18])[c:19]2[cH:20][cH:21][c:22]([C:25]([CH3:26])([CH3:27])[CH3:28])[cH:23][cH:24]2)[cH:9][cH:10]1)=[O:29].[Na+:31].[O:35]1[CH2:36][CH2:37][CH2:38][CH2:39]1.[OH-:30]>>[O:2]=[C:3]([CH2:4][c:5]1[cH:6][cH:7][c:8]([O:11][CH2:12][CH2:13][CH2:14][O:15][N:16]=[C:17]([CH3:18])[c:19]2[cH:20][cH:21][c:22]([C:25]([CH3:26])([CH3:27])[CH3:28])[cH:23][cH:24]2)[cH:9][cH:10]1)[OH:29]. Reactants: BrCCOC (1-bromo-2-methoxyethane), O (Water), [H-].[Na+] (NaH), CC=1NC=CN1 (2-methyl-1H-imidazole). Run in CN(C)C=O (DMF), CN(C)C=O (DMF). Reaction conditions: time 15 minute. The product is COCCN1C(=NC=C1)C (1-(2-Methoxyethyl)-2-methyl-1H-imidazole). Isolated yield 33.3%. Reaction SMILES: [H-].[Na+].[CH3:3][C:4]1[NH:5][CH:6]=[CH:7][N:8]=1.Br[CH2:10][CH2:11][O:12][CH3:13].O>CN(C=O)C>[CH3:13][O:12][CH2:11][CH2:10][N:5]1[CH:6]=[CH:7][N:8]=[C:4]1[CH3:3] |f:0.1|. Procedure: NaH (60%, 620 mg) was added to a solution of 2-methyl-1H-imidazole (1.06 g, 12.95 mmol) in DMF (8 mL). After stirring for 15 minutes, 1-bromo-2-methoxyethane (2.16 g, 15.54 mmol) in DMF (1 mL) was added. The resulting solution was stirred at 80° C. under microwave irradiation for 60 minutes. Water (1 mL) was added and all solvents were removed by high vacuum. EtOAc was added to the residue, stirred for 15 minutes, filtered and concentrated in vacuo to afford the title compound as a colourless oi... Reactants: CCC1CC(NS(=O)(=O)C2CC2)CC1c1nnc2cnc3c(c(I)cn3COCC[Si](C)(C)C)n12, [Cu]I, N#C[K], C1COCCOCCOCCOCCOCCO1, CN(C)C=O. Product: CCC1CC(NS(=O)(=O)C2CC2)CC1c1nnc2cnc3c(c(C#N)cn3COCC[Si](C)(C)C)n12. As a reaction SMILES: [CH2:1]([CH3:2])[CH:3]1[CH2:4][CH:5]([NH:29][S:30](=[O:31])(=[O:32])[CH:33]2[CH2:34][CH2:35]2)[CH2:6][CH:7]1[c:8]1[n:9][n:10][c:11]2[n:12]1[c:13]1[c:14]([n:15][cH:16]2)[n:17]([CH2:21][O:22][CH2:23][CH2:24][Si:25]([CH3:26])([CH3:27])[CH3:28])[cH:18][c:19]1[I:20].[Cu:62][I:63].[K:36][C:37]#[N:38].[O:39]1[CH2:40][CH2:41][O:42][CH2:43][CH2:44][O:45][CH2:46][CH2:47][O:48][CH2:49][CH2:50][O:51][CH2:52][CH2:53][O:54][CH2:55][CH2:56]1.[O:57]=[CH:58][N:59]([CH3:60])[CH3:61]>>[CH2:1]([CH3:2])[CH:3]1[CH2:4][CH:5]([NH:29][S:30](=[O:31])(=[O:32])[CH:33]2[CH2:34][CH2:35]2)[CH2:6][CH:7]1[c:8]1[n:9][n:10][c:11]2[n:12]1[c:13]1[c:14]([n:15][cH:16]2)[n:17]([CH2:21][O:22][CH2:23][CH2:24][Si:25]([CH3:26])([CH3:27])[CH3:28])[cH:18][c:19]1[C:37]#[N:38]. Reactants: FC=1C=C(C(CBr)=O)C=C(C1)F (3,5-difluorophenacylbromide), Cl.NO (hydroxylamine-hydrochloride), O (water). Run in CO (methanol). Product: BrCC(=NO)C1=CC(=CC(=C1)F)F (2-bromo-1-(3,5-difluoro-phenyl)-ethanone oxime). Reaction SMILES: [F:1][C:2]1[CH:3]=[C:4]([CH:9]=[C:10]([F:12])[CH:11]=1)[C:5](=O)[CH2:6][Br:7].Cl.[NH2:14][OH:15].O>CO>[Br:7][CH2:6][C:5]([C:4]1[CH:3]=[C:2]([F:1])[CH:11]=[C:10]([F:12])[CH:9]=1)=[N:14][OH:15] |f:1.2|. Reported procedure: 34.5 g (146.8 mmol) 3,5-difluorophenacylbromide, 30.6 g (440.4 mmol) hydroxylamine-hydrochloride, 44.0 ml of water and 320.0 mL methanol were stirred overnight at RT. The reaction mixture was concentrated by rotary evaporation using the rotary evaporator and mixed with 150 mL water and extracted twice with ethyl acetate. The combined organic phases were washed with water, dried and evaporated to dryness by rotary evaporation. Reactants: C(CCC)OCCOC1=CC=C(C=C1)C=1C=CC2=C(C=C(CCN2C2=CC(=CC=C2)OC)C(=O)OC)C1 (methyl 7-[4-(2-butoxyethoxy)phenyl]-1-(3-methoxyphenyl)-2,3-dihydro-1H-1-benzazepine-4-carboxylate), [OH-].[Na+] (sodium hydroxide). Solvent: CO (methanol), C1CCOC1 (THF). Reaction conditions: temperature 50 celsius. Yields the product C(CCC)OCCOC1=CC=C(C=C1)C=1C=CC2=C(C=C(CCN2C2=CC(=CC=C2)OC)C(=O)O)C1 (7-[4-(2-butoxyethoxy)phenyl]-1-(3-methoxyphenyl)-2,3-dihydro-1H-1-benzazepine-4-carboxylic acid). The yield is 102.9%. RXN SMILES: [CH2:1]([O:5][CH2:6][CH2:7][O:8][C:9]1[CH:14]=[CH:13][C:12]([C:15]2[CH:16]=[CH:17][C:18]3[N:24]([C:25]4[CH:30]=[CH:29][CH:28]=[C:27]([O:31][CH3:32])[CH:26]=4)[CH2:23][CH2:22][C:21]([C:33]([O:35]C)=[O:34])=[CH:20][C:19]=3[CH:37]=2)=[CH:11][CH:10]=1)[CH2:2][CH2:3][CH3:4].[OH-].[Na+]>CO.C1COCC1>[CH2:1]([O:5][CH2:6][CH2:7][O:8][C:9]1[CH:10]=[CH:11][C:12]([C:15]2[CH:16]=[CH:17][C:18]3[N:24]([C:25]4[CH:30]=[CH:29][CH:28]=[C:27]([O:31][CH3:32])[CH:26]=4)[CH2:23][CH2:22][C:21]([C:33]([OH:35])=[O:34])=[CH:20][C:19]=3[CH:37]=2)=[CH:13][CH:14]=1)[CH2:2][CH2:3][CH3:4] |f:1.2|. Procedure: In methanol (25 ml) and THF (25 ml) was dissolved methyl 7-[4-(2-butoxyethoxy)phenyl]-1-(3-methoxyphenyl)-2,3-dihydro-1H-1-benzazepine-4-carboxylate (0.16 g). To the solution was added 1N sodium hydroxide solution (2.8 ml), and the mixture was heated at 50° C. overnight, concentrated, neutralized with 1N hydrochloric acid and extracted with ethyl acetate. The organic layer was washed with water and saturated brine and dried with anhydrous magnesium sulfate. The solvent was evaporated to give 7-[... Starting materials: NC1=C2N=CN(C2=NC=N1)[C@H]1[C@H](O)[C@@H]([C@H](O1)C(=O)OC)N (methyl 1-(6-amino-9H-purin-9-yl)-1,3-dideoxy-3-amino-β-D-ribofuranuronate), C(C)(C)(C)OC(=O)NC(CC1=CC(=CC=C1)Cl)C(=O)O (N-tert-butoxycarbonyl-β-(3-chlorophenyl)-D,L-alanine). Product: NC1=C2N=CN(C2=NC=N1)[C@H]1[C@H](O)[C@@H]([C@H](O1)C(=O)OC)NC(C(NC(=O)OC(C)(C)C)CC1=CC(=CC=C1)Cl)=O (Methyl 1-(6-amino-9H-purin-9-yl)-1,3-dideoxy-3-[N-tert-butoxycarbonyl-β-(3-chlorophenyl)-D,L-alanylamino]-β-D-ribofuranuronate). Isolated yield 54.2%. Reaction SMILES: [NH2:1][C:2]1[N:10]=[CH:9][N:8]=[C:7]2[C:3]=1[N:4]=[CH:5][N:6]2[C@@H:11]1[O:16][C@H:15]([C:17]([O:19][CH3:20])=[O:18])[C@@H:14]([NH2:21])[C@H:12]1[OH:13].[C:22]([O:26][C:27]([NH:29][CH:30]([C:39](O)=[O:40])[CH2:31][C:32]1[CH:37]=[CH:36][CH:35]=[C:34]([Cl:38])[CH:33]=1)=[O:28])([CH3:25])([CH3:24])[CH3:23]>>[NH2:1][C:2]1[N:10]=[CH:9][N:8]=[C:7]2[C:3]=1[N:4]=[CH:5][N:6]2[C@@H:11]1[O:16][C@H:15]([C:17]([O:19][CH3:20])=[O:18])[C@@H:14]([NH:21][C:39](=[O:40])[CH:30]([CH2:31][C:32]2[CH:37]=[CH:36][CH:35]=[C:34]([Cl:38])[CH:33]=2)[NH:29][C:27]([O:26][C:22]([CH3:25])([CH3:23])[CH3:24])=[O:28])[C@H:12]1[OH:13]. Procedure details: Methyl 1-(6-amino-9H-purin-9-yl)-1,3-dideoxy-3-[N-tert-butoxycarbonyl-β-(3-chlorophenyl)-D,L-alanylamino]-β-D-ribofuranuronate (312 mg) was prepared by reacting methyl 1-(6-amino-9H-purin-9-yl)-1,3-dideoxy-3-amino-β-D-ribofuranuronate (294 mg) prepared in Example 62 with N-tert-butoxycarbonyl-β-(3-chlorophenyl)-D,L-alanine (300 mg) according to a similar manner to that of Example 64, mp. 115°-125° C. The product is OCC=1C(=C(C=CC1)O)C (3-hydroxymethyl-2-methylphenol). Reactants: B (borane), OC=1C(=C(C(=O)O)C=CC1)C (3-hydroxy-2-methylbenzoic acid), CO (Methanol). Run at temperature 0 celsius. As a reaction SMILES: [OH:1][C:2]1[C:3]([CH3:11])=[C:4]([CH:8]=[CH:9][CH:10]=1)[C:5](O)=[O:6].B.CO>O1CCCC1>[OH:6][CH2:5][C:4]1[C:3]([CH3:11])=[C:2]([OH:1])[CH:10]=[CH:9][CH:8]=1. The yield is 76.9%. Procedure details: A solution of 3-hydroxy-2-methylbenzoic acid (44.4 g, 285 mmol) (prepared as described in Preparation 1A) dissolved in dry tetrahydrofuran (200 mL) was added to 1 M borane in tetrahydrofuran (800 mL) while stirring at a temperature of 0° C. The resulting semisolid mixture was heated in a mantle to just short of reflux and heating was maintained for about 15 hours. Methanol (200 mL) was added to the reaction mixture. The resultant clear solution was evaporated in vacuo and then evaporated with fu... The solvent is O1CCCC1 (tetrahydrofuran), O1CCCC1 (tetrahydrofuran).